This data is from the Open Reaction Database (ORD), a public repository of structured organic reaction records. The task is: describe an organic reaction: reactants, conditions, products, and yield Starting materials: COC(=O)c1c(-c2ccccc2)noc1C(=O)O, ClCCl, Fc1nc(F)nc(F)n1, c1ccncc1. Product: COC(=O)c1c(-c2ccccc2)noc1C(=O)F. Reaction SMILES: [CH3:1][O:2][C:3](=[O:4])[c:5]1[c:6](-[c:13]2[cH:14][cH:15][cH:16][cH:17][cH:18]2)[n:7][o:8][c:9]1[C:10](=[O:11])[OH:12].[Cl:34][CH2:35][Cl:36].[F:25][c:26]1[n:27][c:28]([F:29])[n:30][c:31]([F:32])[n:33]1.[cH:19]1[cH:20][cH:21][n:22][cH:23][cH:24]1>>[CH3:1][O:2][C:3](=[O:4])[c:5]1[c:6](-[c:13]2[cH:14][cH:15][cH:16][cH:17][cH:18]2)[n:7][o:8][c:9]1[C:10](=[O:11])[F:25]. The reactants are CCOC(=O)c1cnc2ccc(OC)cc2c1N, CCO, [Na+], [OH-]. Product: COc1ccc2ncc(C(=O)O)c(N)c2c1. Reaction SMILES: [CH2:1]([CH3:2])[O:3][C:4](=[O:5])[c:6]1[cH:7][n:8][c:9]2[cH:10][cH:11][c:12]([O:17][CH3:18])[cH:13][c:14]2[c:15]1[NH2:16].[CH3:21][CH2:22][OH:23].[Na+:20].[OH-:19]>>[O:3]=[C:4]([OH:5])[c:6]1[cH:7][n:8][c:9]2[cH:10][cH:11][c:12]([O:17][CH3:18])[cH:13][c:14]2[c:15]1[NH2:16]. The reactants are CC(=O)OC1C(N2CCCC2)CC2C3CCC4CC(O)C(N5CCC(O)CC5)CC4(C)C3CCC21C, C=CCBr. Product: [Br-], C=CC[N+]1(C2CC3C4CCC5CC(O)C(N6CCC(O)CC6)CC5(C)C4CCC3(C)C2OC(C)=O)CCCC1. Reaction SMILES: [C:1]([CH3:2])(=[O:3])[O:4][CH:5]1[C:6]2([CH3:7])[CH:8]([CH2:9][CH:10]1[N:11]1[CH2:12][CH2:13][CH2:14][CH2:15]1)[CH:16]1[CH2:17][CH2:18][CH:19]3[CH2:20][CH:21]([OH:36])[CH:22]([N:29]4[CH2:30][CH2:31][CH:32]([OH:35])[CH2:33][CH2:34]4)[CH2:23][C:24]3([CH3:25])[CH:26]1[CH2:27][CH2:28]2.[CH2:37]([CH:38]=[CH2:39])[Br:40]>>[Br-:40].[C:1]([CH3:2])(=[O:3])[O:4][CH:5]1[C:6]2([CH3:7])[CH:8]([CH2:9][CH:10]1[N+:11]1([CH2:39][CH:38]=[CH2:37])[CH2:12][CH2:13][CH2:14][CH2:15]1)[CH:16]1[CH2:17][CH2:18][CH:19]3[CH2:20][CH:21]([OH:36])[CH:22]([N:29]4[CH2:30][CH2:31][CH:32]([OH:35])[CH2:33][CH2:34]4)[CH2:23][C:24]3([CH3:25])[CH:26]1[CH2:27][CH2:28]2.